From a dataset of the Open Reaction Database (ORD), a public repository of structured organic reaction records. describe an organic reaction: reactants, conditions, products, and yield The reactants are Cl.NC1=CC=C(C=C1)N1CCC(CC1)=O (1-(4-Amino-phenyl)-piperidine-4-one hydrochloride), ClC=1C(=NC=C(C1)C(F)(F)F)OC1=CC=C(C=C1)S(=O)(=O)Cl (4-(3-chloro-5-trifluoromethyl-2-pyridyloxy)benzenesulfonyl chloride), O[C@H](COC1=CC=CC=2NC(NC21)=O)CN ((S)-4-[2-hydroxy-3-aminopropoxy]-1,3-dihydro-2H-benzimidazol-2-one). The product is ClC=1C(=NC=C(C1)C(F)(F)F)OC1=CC=C(C=C1)S(=O)(=O)NC1=CC=C(C=C1)N1CCC(CC1)NC[C@@H](COC1=CC=CC=2NC(NC21)=O)O (4-{[3-Chloro-5-(trifluoromethyl)-2-pyridinyl]oxy}-N-{4-[4-({(2S)-2-hydroxy-3-[(2-oxo-2,3-dihydro-1H-benzimidazol-4-yl)oxy]propyl}amino)-1-piperidineyl]phenyl}-benzenesulfonamide). As a reaction SMILES: Cl.[NH2:2][C:3]1[CH:8]=[CH:7][C:6]([N:9]2[CH2:14][CH2:13][C:12](=O)[CH2:11][CH2:10]2)=[CH:5][CH:4]=1.[Cl:16][C:17]1[C:18]([O:27][C:28]2[CH:33]=[CH:32][C:31]([S:34](Cl)(=[O:36])=[O:35])=[CH:30][CH:29]=2)=[N:19][CH:20]=[C:21]([C:23]([F:26])([F:25])[F:24])[CH:22]=1.[OH:38][C@@H:39]([CH2:52][NH2:53])[CH2:40][O:41][C:42]1[C:50]2[NH:49][C:48](=[O:51])[NH:47][C:46]=2[CH:45]=[CH:44][CH:43]=1>>[Cl:16][C:17]1[C:18]([O:27][C:28]2[CH:33]=[CH:32][C:31]([S:34]([NH:2][C:3]3[CH:8]=[CH:7][C:6]([N:9]4[CH2:14][CH2:13][CH:12]([NH:53][CH2:52][C@H:39]([OH:38])[CH2:40][O:41][C:42]5[C:50]6[NH:49][C:48](=[O:51])[NH:47][C:46]=6[CH:45]=[CH:44][CH:43]=5)[CH2:11][CH2:10]4)=[CH:5][CH:4]=3)(=[O:36])=[O:35])=[CH:30][CH:29]=2)=[N:19][CH:20]=[C:21]([C:23]([F:26])([F:25])[F:24])[CH:22]=1 |f:0.1|. Procedure: The title compound was prepared from 1-(4-aminophenyl)-4-piperidone hydrochloride (which was obtained in Example 224), 4-(3-chloro-5-trifluoromethyl-2-pyridyloxy)benzenesulfonyl chloride, and (S)-4-[2-hydroxy-3-aminopropoxy]-1,3-dihydro-2H-benzimidazol-2-one (U.S. Pat. No. 5,786,356/1998) according to the procedure of Example 346; MS (ES) m/z: 733.3 (MH+). As a reaction SMILES: [F:1][C:2]([F:45])([F:44])[C:3]1[CH:4]=[C:5]([C:13]([CH3:43])([CH3:42])[C:14]([N:16]([CH3:41])[C:17]2[C:18]([C:34]3[CH:39]=[CH:38][CH:37]=[CH:36][C:35]=3[CH3:40])=[CH:19][C:20]([N:23]3[CH2:27][C@H:26](O)[CH2:25][C@H:24]3[CH2:29][O:30][C:31](=[O:33])[CH3:32])=[N:21][CH:22]=2)=[O:15])[CH:6]=[C:7]([C:9]([F:12])([F:11])[F:10])[CH:8]=1.C(N(S(F)(F)[F:52])CC)C>ClCCl.[OH-].[Na+]>[F:11][C:9]([F:10])([F:12])[C:7]1[CH:6]=[C:5]([C:13]([CH3:43])([CH3:42])[C:14]([N:16]([CH3:41])[C:17]2[C:18]([C:34]3[CH:39]=[CH:38][CH:37]=[CH:36][C:35]=3[CH3:40])=[CH:19][C:20]([N:23]3[CH2:27][C@@H:26]([F:52])[CH2:25][C@H:24]3[CH2:29][O:30][C:31](=[O:33])[CH3:32])=[N:21][CH:22]=2)=[O:15])[CH:4]=[C:3]([C:2]([F:1])([F:44])[F:45])[CH:8]=1 |f:3.4|. Solvent: ClCCl (dichloromethane), [OH-].[Na+] (sodium hydroxide). Yields the product FC(C=1C=C(C=C(C1)C(F)(F)F)C(C(=O)N(C=1C(=CC(=NC1)N1[C@@H](C[C@@H](C1)F)COC(C)=O)C1=C(C=CC=C1)C)C)(C)C)(F)F ((2S,4S)-Acetic Acid 1-(5-{[2-(3,5-bis-trifluoromethyl-phenyl)-2-methyl-propionyl]-methyl-amino}-4-o-tolyl-pyridin-2-yl)-4-fluoro-pyrrolidin-2-ylmethyl Ester). The reactants are FC(C=1C=C(C=C(C1)C(F)(F)F)C(C(=O)N(C=1C(=CC(=NC1)N1[C@@H](C[C@H](C1)O)COC(C)=O)C1=C(C=CC=C1)C)C)(C)C)(F)F ((2S,4R)-acetic acid 1-(5-{[2-(3,5-bis-trifluoromethyl-phenyl)-2-methyl-propionyl]-methyl-amino}-4-o-tolyl-pyridin-2-yl)-4-hydroxy-pyrrolidin-2-ylmethyl ester), C(C)N(CC)S(F)(F)F ((diethylamino)sulfur trifluoride). Procedure: To a solution of 0.14 g (0.21 mmol) (2S,4R)-acetic acid 1-(5-{[2-(3,5-bis-trifluoromethyl-phenyl)-2-methyl-propionyl]-methyl-amino}-4-o-tolyl-pyridin-2-yl)-4-hydroxy-pyrrolidin-2-ylmethyl ester in 2 ml dichloromethane were added dropwise at 0° C. 0.03 ml (0.2 mmol) (diethylamino)sulfur trifluoride. After 1 h the reaction mixture was diluted with a 0.5 M aqueous sodium hydroxide solution and extracted with four portions of dichloromethane. The combined organic extracts were dried over sodium sulf... Yield: 36.7%. Reactants: C(=O)(O)C=1C=C(C(=NC1)C(=O)OC)OC (methyl 5-carboxy-3-methoxypyridine-2-carboxylate), C(CCCCC)OC1=CC=C(N)C=C1 (4-hexyloxyaniline). The solvent is C(C)OCC (diethyl ether). The product is C(CCCCC)OC1=CC=C(C=C1)NC(=O)C=1C=C(C(=NC1)C(=O)OC)OC (Methyl 5-(((4-n-hexyloxyphenyl)amino)carbonyl)-3-methoxypyridine-2-carboxylate). RXN SMILES: [C:1]([C:4]1[CH:5]=[C:6]([O:14][CH3:15])[C:7]([C:10]([O:12][CH3:13])=[O:11])=[N:8][CH:9]=1)([OH:3])=O.[CH2:16]([O:22][C:23]1[CH:29]=[CH:28][C:26]([NH2:27])=[CH:25][CH:24]=1)[CH2:17][CH2:18][CH2:19][CH2:20][CH3:21]>C(OCC)C>[CH2:16]([O:22][C:23]1[CH:29]=[CH:28][C:26]([NH:27][C:1]([C:4]2[CH:5]=[C:6]([O:14][CH3:15])[C:7]([C:10]([O:12][CH3:13])=[O:11])=[N:8][CH:9]=2)=[O:3])=[CH:25][CH:24]=1)[CH2:17][CH2:18][CH2:19][CH2:20][CH3:21]. Reported procedure: Methyl 5-(((4-n-hexyloxyphenyl)amino)carbonyl)-3-methoxypyridine-2-carboxylate was prepared from methyl 5-carboxy-3-methoxypyridine-2-carboxylate and 4-hexyloxyaniline, m.p. 118°-119° C. (from diethyl ether). The reactants are C(C(C)=C)Br (methallyl bromide), [Li+].[I-] (LiI), [H][H] (hydrogen), Cl (HCl), ice, [H-].[Li+] (LiH), OC=1C(C2=CC=CC=C2C(C1)=O)=O (2-hydroxy-1,4-naphthoquinone), CS(=O)C (DMSO), [H][H] (hydrogen). Solvent: C(Cl)Cl (CH2Cl2), O (water). Reaction conditions: temperature 45 celsius. Yields the product CC(=CCC1=C(C(=O)C=2C=CC=CC2C1=O)O)C (Lapachol). Reaction SMILES: [OH:1][C:2]1[C:3](=[O:13])[C:4]2[C:9]([C:10](=[O:12])[CH:11]=1)=[CH:8][CH:7]=[CH:6][CH:5]=2.[H-].[Li+].[H][H].[CH2:18](Br)[C:19](=[CH2:21])[CH3:20].[Li+].[I-].Cl.[CH3:26]S(C)=O>C(Cl)Cl.O>[CH3:20][C:19]([CH3:18])=[CH:21][CH2:26][C:11]1[C:10](=[O:12])[C:9]2[CH:8]=[CH:7][CH:6]=[CH:5][C:4]=2[C:3](=[O:13])[C:2]=1[OH:1] |f:1.2,5.6|. Procedure details: 17.4 g (0.10M) of 2-hydroxy-1,4-naphthoquinone was dissolved in 120 ml of DMSO, and 0.88 g (0.11M) of LiH was gradually added thereto. Here, this should be done with care because hydrogen evolves. The reaction solution was stirred, and after confirming no further production of hydrogen, was additionally stirred for another 30 min. Then, 14.8 g (0.11M) of methallyl bromide (1-bromo-2-methylpropene) and 3.35 g (0.025M) of LiI were gradually added thereto. The reaction solution was heated to 45° C.... The reactants are C(C1=CC=CC=C1)N1C(=C(C2=CC(=CC=C12)O)C(=O)OC)C(C)C (methyl 1-benzyl-5-hydroxy-2-isopropyl-1H-indole-3-carboxylate), C(C1=CC=CC=C1)N1C(=C(C2=CC(=CC=C12)O)C(=O)OC)C(C)C (methyl 1-benzyl-5-hydroxy-2-isopropyl-1H-indole-3-carboxylate), CI (methyl iodide), C(=O)([O-])[O-].[K+].[K+] (K2CO3). The solvent is CN(C)C=O (DMF), CCOC(=O)C (EtOAc). Run at time 16 hour. Product: C(C1=CC=CC=C1)N1C(=C(C2=CC(=CC=C12)OC)C(=O)OC)C(C)C (methyl 1-benzyl-2-isopropyl-5-methoxy-1H-indole-3-carboxylate). As a reaction SMILES: [CH2:1]([N:8]1[C:16]2[C:11](=[CH:12][C:13]([OH:17])=[CH:14][CH:15]=2)[C:10]([C:18]([O:20][CH3:21])=[O:19])=[C:9]1[CH:22]([CH3:24])[CH3:23])[C:2]1[CH:7]=[CH:6][CH:5]=[CH:4][CH:3]=1.CI.[C:27]([O-])([O-])=O.[K+].[K+]>CN(C=O)C.CCOC(C)=O>[CH2:1]([N:8]1[C:16]2[C:11](=[CH:12][C:13]([O:17][CH3:27])=[CH:14][CH:15]=2)[C:10]([C:18]([O:20][CH3:21])=[O:19])=[C:9]1[CH:22]([CH3:24])[CH3:23])[C:2]1[CH:3]=[CH:4][CH:5]=[CH:6][CH:7]=1 |f:2.3.4|. Procedure: To a solution of methyl 1-benzyl-5-hydroxy-2-isopropyl-1H-indole-3-carboxylate (Compound 32, 560 mg, 1.73 mmol) in DMF (6.0 ml) was added methyl iodide (0.32 ml, 5.20 mmol) and K2CO3 (718 mg, 5.20 mmol). The mixture was stirred at room temperature for 16 h, diluted with EtOAc, washed with H2O, brine, dried over Na2SO4, and concentrated in vacuo. The residue was purified by flash chromatography on silica gel eluting with 0-20% EtOAc-hexanes to yield methyl 1-benzyl-2-isopropyl-5-methoxy-1H-indole...